Dataset: the Open Reaction Database (ORD), a public repository of structured organic reaction records. Task: describe an organic reaction: reactants, conditions, products, and yield Reactants: CCO, CCOC(=O)CC1CCN(C(=O)C=C2c3ccccc3N(C(=O)c3sc(-c4ccccc4)nc3C)CCC2(F)F)CC1, [Na+], [OH-]. Yields the product Cc1nc(-c2ccccc2)sc1C(=O)N1CCC(F)(F)C(=CC(=O)N2CCC(CC(=O)O)CC2)c2ccccc21. Reaction SMILES: [CH3:45][CH2:46][OH:47].[F:1][C:2]1([F:42])[CH2:3][CH2:4][N:5]([C:28](=[O:29])[c:30]2[c:31]([CH3:41])[n:32][c:33](-[c:35]3[cH:36][cH:37][cH:38][cH:39][cH:40]3)[s:34]2)[c:6]2[c:7]([cH:24][cH:25][cH:26][cH:27]2)[C:8]1=[CH:9][C:10](=[O:11])[N:12]1[CH2:13][CH2:14][CH:15]([CH2:18][C:19](=[O:20])[O:21][CH2:22][CH3:23])[CH2:16][CH2:17]1.[Na+:44].[OH-:43]>>[F:1][C:2]1([F:42])[CH2:3][CH2:4][N:5]([C:28](=[O:29])[c:30]2[c:31]([CH3:41])[n:32][c:33](-[c:35]3[cH:36][cH:37][cH:38][cH:39][cH:40]3)[s:34]2)[c:6]2[c:7]([cH:24][cH:25][cH:26][cH:27]2)[C:8]1=[CH:9][C:10](=[O:11])[N:12]1[CH2:13][CH2:14][CH:15]([CH2:18][C:19](=[O:20])[OH:21])[CH2:16][CH2:17]1. The reactants are CN(N)C (1,1-dimethylhydrazine), N(=C=O)C1=C(OC2=CC3=CC=CC=C3C=C2)C=CC=C1 (2-(2-isocyanatophenoxy)naphthalene), resultant mixture. Solvent: O1CCCC1 (tetrahydrofuran). Conditions: temperature 0 celsius. Yields the product CN(NC(=O)NC1=C(C=CC=C1)OC1=CC2=CC=CC=C2C=C1)C (2,2-dimethyl-N-[2-(2-naphthalenyloxy)phenyl]hydrazinecarboxamide). As a reaction SMILES: [N:1]([C:4]1[CH:20]=[CH:19][CH:18]=[CH:17][C:5]=1[O:6][C:7]1[CH:16]=[CH:15][C:14]2[C:9](=[CH:10][CH:11]=[CH:12][CH:13]=2)[CH:8]=1)=[C:2]=[O:3].[CH3:21][N:22]([CH3:24])[NH2:23]>O1CCCC1>[CH3:21][N:22]([CH3:24])[NH:23][C:2]([NH:1][C:4]1[CH:20]=[CH:19][CH:18]=[CH:17][C:5]=1[O:6][C:7]1[CH:16]=[CH:15][C:14]2[C:9](=[CH:10][CH:11]=[CH:12][CH:13]=2)[CH:8]=1)=[O:3]. Procedure: The title compound of Step C was dissolved in 100 mL of dry tetrahydrofuran and cooled to 0° C. Then 1,1-dimethylhydrazine (2.3 g, 38.2 mmol) was added at 0° C. The resultant mixture was stirred at room temperature overnight. The reaction mixture was concentrated under reduced pressure, diluted with water, extracted twice with methylene chloride and the combined extracts were dried (MgSO4). The organic solution was then concentrated under reduced pressure to yield the title compound of Step D as... Starting materials: ClC1=CC=C(C=C1)C1=CC(=NC=C1OCC(F)(F)F)C(=O)O (4-(4-chloro-phenyl)-5-(2,2,2-trifluoro-ethoxy)-pyridine-2-carboxylic acid), C(CC)N1N=C(C=C1)CN (1-propyl-1H-pyrazole-3-methanamine). The product is C(CC)N1N=C(C=C1)CNC(=O)C1=NC=C(C(=C1)C1=CC=C(C=C1)Cl)OCC(F)(F)F (4-(4-chloro-phenyl)-5-(2,2,2-trifluoro-ethoxy)-pyridine-2-carboxylic acid (1-propyl-1H-pyrazol-3-ylmethyl)-amide). RXN SMILES: [Cl:1][C:2]1[CH:7]=[CH:6][C:5]([C:8]2[C:13]([O:14][CH2:15][C:16]([F:19])([F:18])[F:17])=[CH:12][N:11]=[C:10]([C:20](O)=[O:21])[CH:9]=2)=[CH:4][CH:3]=1.[CH2:23]([N:26]1[CH:30]=[CH:29][C:28]([CH2:31][NH2:32])=[N:27]1)[CH2:24][CH3:25]>>[CH2:23]([N:26]1[CH:30]=[CH:29][C:28]([CH2:31][NH:32][C:20]([C:10]2[CH:9]=[C:8]([C:5]3[CH:4]=[CH:3][C:2]([Cl:1])=[CH:7][CH:6]=3)[C:13]([O:14][CH2:15][C:16]([F:19])([F:17])[F:18])=[CH:12][N:11]=2)=[O:21])=[N:27]1)[CH2:24][CH3:25]. Procedure: The title compound was synthesized in analogy to Example 1, using 4-(4-chloro-phenyl)-5-(2,2,2-trifluoro-ethoxy)-pyridine-2-carboxylic acid (example D) and 1-propyl-1H-pyrazole-3-methanamine (CAS Registry No. 1006333-47-6) as starting materials; LC-MS (UV peak area/ESI) 100%, 453.1306 (M+H)+. The reactants are ice water, N1(CCNCC1)C=1C(=NC(=NC1CCC)N)N (5-(1-piperazinyl)-6-propyl-2,4-pyrimidinediamine), FC1=CC=C(C#N)C=C1 (4-fluorobenzonitrile), C([O-])([O-])=O.[Na+].[Na+] (sodium carbonate). Run in CS(=O)C (dimethyl sulfoxide). Reaction conditions: temperature 140 celsius. Yields the product C(#N)C1=CC=C(C=C1)N1CCN(CC1)C=1C(=NC(=NC1CCC)N)N (5-[4-(4-cyanophenyl)-1-piperazinyl]-6-propyl-2,4-pyrimidinediamine). The yield is 85.2%. Reaction SMILES: [N:1]1([C:7]2[C:8]([NH2:17])=[N:9][C:10]([NH2:16])=[N:11][C:12]=2[CH2:13][CH2:14][CH3:15])[CH2:6][CH2:5][NH:4][CH2:3][CH2:2]1.F[C:19]1[CH:26]=[CH:25][C:22]([C:23]#[N:24])=[CH:21][CH:20]=1.C(=O)([O-])[O-].[Na+].[Na+]>CS(C)=O>[C:23]([C:22]1[CH:25]=[CH:26][C:19]([N:4]2[CH2:5][CH2:6][N:1]([C:7]3[C:8]([NH2:17])=[N:9][C:10]([NH2:16])=[N:11][C:12]=3[CH2:13][CH2:14][CH3:15])[CH2:2][CH2:3]2)=[CH:20][CH:21]=1)#[N:24] |f:2.3.4|. Procedure: A mixture of 9.6 g (0.0407 mole) of 5-(1-piperazinyl)-6-propyl-2,4-pyrimidinediamine, 5.4 g (0.0448 mole) of 4-fluorobenzonitrile and 6.18 g (0.0448 mole) of sodium carbonate in 200 ml of dimethyl sulfoxide was heated at 140° C. for two hours. The reaction mixture was cooled and poured into 500 ml of ice water. The solid was collected and recrystallized from N,N-dimethylformamide to give 11.7 g of the product as a white solid; mp>300° C. Reactants: Cc1ccccc1, O=Cc1sc(Cl)nc1Cl, O, OCCO, Cc1ccc(S(=O)(=O)O)cc1. The product is Clc1nc(Cl)c(C2OCCO2)s1. Reaction SMILES: [CH3:26][c:27]1[cH:28][cH:29][cH:30][cH:31][cH:32]1.[Cl:17][c:18]1[s:19][c:20]([CH:24]=[O:25])[c:21]([Cl:23])[n:22]1.[OH2:5].[OH:1][CH2:2][CH2:3][OH:4].[c:6]1([CH3:7])[cH:8][cH:9][c:10]([S:11]([OH:12])(=[O:13])=[O:14])[cH:15][cH:16]1>>[O:1]1[CH2:2][CH2:3][O:4][CH:24]1[c:20]1[s:19][c:18]([Cl:17])[n:22][c:21]1[Cl:23]. Starting materials: CN(C)C=O, CCNn1c(C)c(C(=O)NC(c2ccccc2)C2CC2)c2cccc(F)c2c1=O, O=N[O-], [Na+]. Product: CCNn1c(C)c(C(=O)NC(c2ccccc2)C2CC2)c2cccc(O)c2c1=O. As a reaction SMILES: [CH3:34][N:35]([CH3:36])[CH:37]=[O:38].[CH:1]1([CH:4]([c:5]2[cH:6][cH:7][cH:8][cH:9][cH:10]2)[NH:11][C:12](=[O:13])[c:14]2[c:15]([CH3:29])[n:16]([NH:26][CH2:27][CH3:28])[c:17](=[O:25])[c:18]3[c:19]([F:24])[cH:20][cH:21][cH:22][c:23]23)[CH2:2][CH2:3]1.[N:30](=[O:31])[O-:32].[Na+:33]>>[CH:1]1([CH:4]([c:5]2[cH:6][cH:7][cH:8][cH:9][cH:10]2)[NH:11][C:12](=[O:13])[c:14]2[c:15]([CH3:29])[n:16]([NH:26][CH2:27][CH3:28])[c:17](=[O:25])[c:18]3[c:19]([OH:31])[cH:20][cH:21][cH:22][c:23]23)[CH2:2][CH2:3]1. Starting materials: C1CCOC1, COc1cc2ncnc(Sc3cccc(N)c3)c2cc1OC, CN(C)c1ccncc1, O=C(Nc1cc(C(F)(F)F)nn1-c1ccc(F)cc1)Oc1ccccc1. The product is COc1cc2ncnc(Sc3cccc(NC(=O)Nc4cc(C(F)(F)F)nn4-c4ccc(F)cc4)c3)c2cc1OC. As a reaction SMILES: [CH2:58]1[O:59][CH2:60][CH2:61][CH2:62]1.[CH3:27][O:28][c:29]1[cH:30][c:31]2[c:32]([S:41][c:42]3[cH:43][c:44]([NH2:45])[cH:46][cH:47][cH:48]3)[n:33][cH:34][n:35][c:36]2[cH:37][c:38]1[O:39][CH3:40].[CH3:49][N:50]([CH3:51])[c:52]1[cH:53][cH:54][n:55][cH:56][cH:57]1.[F:1][c:2]1[cH:3][cH:4][c:5](-[n:8]2[n:9][c:10]([C:23]([F:24])([F:25])[F:26])[cH:11][c:12]2[NH:13][C:14]([O:15][c:16]2[cH:17][cH:18][cH:19][cH:20][cH:21]2)=[O:22])[cH:6][cH:7]1>>[F:1][c:2]1[cH:3][cH:4][c:5](-[n:8]2[n:9][c:10]([C:23]([F:24])([F:25])[F:26])[cH:11][c:12]2[NH:13][C:14](=[O:22])[NH:45][c:44]2[cH:43][c:42]([S:41][c:32]3[c:31]4[cH:30][c:29]([O:28][CH3:27])[c:38]([O:39][CH3:40])[cH:37][c:36]4[n:35][cH:34][n:33]3)[cH:48][cH:47][cH:46]2)[cH:6][cH:7]1. The reactants are Cc1nn(-c2cc(OC(C)C)c(Cl)cc2F)c(=O)n1CCCF, O=S(=O)(O)O. Yields the product Cc1nn(-c2cc(O)c(Cl)cc2F)c(=O)n1CCCF. Reaction SMILES: [Cl:1][c:2]1[cH:3][c:4]([F:23])[c:5](-[n:12]2[n:13][c:14]([CH3:22])[n:15]([CH2:18][CH2:19][CH2:20][F:21])[c:16]2=[O:17])[cH:6][c:7]1[O:8][CH:9]([CH3:10])[CH3:11].[S:24](=[O:25])(=[O:26])([OH:27])[OH:28]>>[Cl:1][c:2]1[cH:3][c:4]([F:23])[c:5](-[n:12]2[n:13][c:14]([CH3:22])[n:15]([CH2:18][CH2:19][CH2:20][F:21])[c:16]2=[O:17])[cH:6][c:7]1[OH:8].